The task is: describe an organic reaction: reactants, conditions, products, and yield. This data is from the Open Reaction Database (ORD), a public repository of structured organic reaction records. Reactants: [Br-], CC(=O)c1ccc(C2COc3c(C)c(C)c(NC(=O)CC(C)(C)C)c(C)c32)cc1, CCOC(C)=O, C[Mg+], CCCCCC. The product is Cc1c(C)c2c(c(C)c1NC(=O)CC(C)(C)C)C(c1ccc(C(C)(C)O)cc1)CO2. RXN SMILES: [Br-:30].[C:1]([CH3:2])(=[O:3])[c:4]1[cH:5][cH:6][c:7]([CH:10]2[CH2:11][O:12][c:13]3[c:14]2[c:15]([CH3:29])[c:16]([NH:21][C:22]([CH2:23][C:24]([CH3:25])([CH3:26])[CH3:27])=[O:28])[c:17]([CH3:20])[c:18]3[CH3:19])[cH:8][cH:9]1.[C:39]([O:40][CH2:41][CH3:42])(=[O:43])[CH3:44].[CH3:31][Mg+:32].[CH3:33][CH2:34][CH2:35][CH2:36][CH2:37][CH3:38]>>[C:1]([CH3:2])([OH:3])([c:4]1[cH:5][cH:6][c:7]([CH:10]2[CH2:11][O:12][c:13]3[c:14]2[c:15]([CH3:29])[c:16]([NH:21][C:22]([CH2:23][C:24]([CH3:25])([CH3:26])[CH3:27])=[O:28])[c:17]([CH3:20])[c:18]3[CH3:19])[cH:8][cH:9]1)[CH3:31]. Starting materials: [Si](C1=CC=CC=C1)(C1=CC=CC=C1)(C(C)(C)C)OC1=CC=C(OC[C@H](CNCCC2=CC=C(C=C2)NC2CCN(CC2)S(=O)(=O)C2=CC=C(C=C2)C)O)C=C1 ((2S)-1-(4-{[tert-Butyl(diphenyl)silyl]oxy}phenoxy)-3-{[4-({1-[(4-methylphenyl)sulfonyl]-4-piperidinyl}amino)phenethyl]amino}-2-propanol). Run in C(Cl)(Cl)Cl.CO (chloroform methanol). The product is O[C@H](COC1=CC=C(C=C1)O)CNCCC1=CC=C(C=C1)NC1CCN(CC1)S(=O)(=O)C1=CC=C(C=C1)C (4-[(2S)-2-Hydroxy-3-(2-{4-[1-(toluene-4-sulfonyl)-piperidin-4-ylamino]-phenyl]-ethylamino)-propoxy}-phenol). Isolated yield 38.3%. RXN SMILES: [Si]([O:18][C:19]1[CH:55]=[CH:54][C:22]([O:23][CH2:24][C@@H:25]([OH:53])[CH2:26][NH:27][CH2:28][CH2:29][C:30]2[CH:35]=[CH:34][C:33]([NH:36][CH:37]3[CH2:42][CH2:41][N:40]([S:43]([C:46]4[CH:51]=[CH:50][C:49]([CH3:52])=[CH:48][CH:47]=4)(=[O:45])=[O:44])[CH2:39][CH2:38]3)=[CH:32][CH:31]=2)=[CH:21][CH:20]=1)(C(C)(C)C)(C1C=CC=CC=1)C1C=CC=CC=1>C(Cl)(Cl)Cl.CO>[OH:53][C@@H:25]([CH2:26][NH:27][CH2:28][CH2:29][C:30]1[CH:35]=[CH:34][C:33]([NH:36][CH:37]2[CH2:42][CH2:41][N:40]([S:43]([C:46]3[CH:47]=[CH:48][C:49]([CH3:52])=[CH:50][CH:51]=3)(=[O:45])=[O:44])[CH2:39][CH2:38]2)=[CH:32][CH:31]=1)[CH2:24][O:23][C:22]1[CH:54]=[CH:55][C:19]([OH:18])=[CH:20][CH:21]=1 |f:1.2|. Procedure details: (2S)-1-(4-{[tert-Butyl(diphenyl)silyl]oxy}phenoxy)-3-{[4-({1-[(4-methylphenyl)sulfonyl]-4-piperidinyl}amino)phenethyl]amino}-2-propanol (0.130 g, 0.167 mmol) was reacted according to Procedure H (eluant: 5:1 chloroform-methanol) to give the title compound (0.035 g, 0.064 mmol). Reactants: NC1=NC(=C(C(=N1)C1=C(C=CC=C1)F)C#N)S(=O)C (2-amino-4-(2-fluoro-phenyl)-6-methanesulfinyl-pyrimidine-5-carbonitrile), N1=C(C=CC=C1)CN (2-picolylamine). Solvent: COCCOC (DME). Yields the product NC1=NC(=C(C(=N1)C1=C(C=CC=C1)F)C#N)NCC1=NC=CC=C1 (2-Amino-4-(2-fluoro-phenyl)-6-[(pyridin-2-yl-methyl)-amino]-pyrimidine-5-carbonitrile). Reaction SMILES: [NH2:1][C:2]1[N:7]=[C:6]([C:8]2[CH:13]=[CH:12][CH:11]=[CH:10][C:9]=2[F:14])[C:5]([C:15]#[N:16])=[C:4](S(C)=O)[N:3]=1.[N:20]1[CH:25]=[CH:24][CH:23]=[CH:22][C:21]=1[CH2:26][NH2:27]>COCCOC>[NH2:1][C:2]1[N:7]=[C:6]([C:8]2[CH:13]=[CH:12][CH:11]=[CH:10][C:9]=2[F:14])[C:5]([C:15]#[N:16])=[C:4]([NH:27][CH2:26][C:21]2[CH:22]=[CH:23][CH:24]=[CH:25][N:20]=2)[N:3]=1. Procedure details: From 2-amino-4-(2-fluoro-phenyl)-6-methanesulfinyl-pyrimidine-5-carbonitrile and 2-picolylamine in DME. ES-MS m/e (%): 321 (M+H+, 100). Reactants: 30, FC1=CC=C(C(=O)C2CCN(CC2)CCCCN2C(NC3=CC(=CC=C3C2=O)[N+](=O)[O-])=O)C=C1 (3-[4-[4-(4-fluorobenzoyl)-1-piperidinyl]-butyl]-7-nitro-2,4(1H,3H)-quinazolinedione), C(C)(=O)O (acetic acid), S1C=CC=C1 (thiophene), [H][H] (hydrogen). Reagents/catalysts: [Pd] (palladium-on-charcoal). The solvent is CO (methanol). Yields the product 27, NC1=CC=C2C(N(C(NC2=C1)=O)CCCCN1CCC(CC1)C(C1=CC=C(C=C1)F)=O)=O (7-amino-3-[4-[4-(4-fluorobenzoyl)-1-piperidinyl]butyl]-2,4(1H,3H)-quinazolinedione). The yield is 96.0%. As a reaction SMILES: [F:1][C:2]1[CH:34]=[CH:33][C:5]([C:6]([CH:8]2[CH2:13][CH2:12][N:11]([CH2:14][CH2:15][CH2:16][CH2:17][N:18]3[C:27](=[O:28])[C:26]4[C:21](=[CH:22][C:23]([N+:29]([O-])=O)=[CH:24][CH:25]=4)[NH:20][C:19]3=[O:32])[CH2:10][CH2:9]2)=[O:7])=[CH:4][CH:3]=1.C(O)(=O)C.S1C=CC=C1.[H][H]>CO.[Pd]>[NH2:29][C:23]1[CH:22]=[C:21]2[C:26]([C:27](=[O:28])[N:18]([CH2:17][CH2:16][CH2:15][CH2:14][N:11]3[CH2:12][CH2:13][CH:8]([C:6](=[O:7])[C:5]4[CH:33]=[CH:34][C:2]([F:1])=[CH:3][CH:4]=4)[CH2:9][CH2:10]3)[C:19](=[O:32])[NH:20]2)=[CH:25][CH:24]=1. Procedure: A mixture of 30 parts of 3-[4-[4-(4-fluorobenzoyl)-1-piperidinyl]-butyl]-7-nitro-2,4(1H,3H)-quinazolinedione, 500 parts of acetic acid and 2 parts of a solution of thiophene in methanol 4% was hydrogenated at normal pressure and at room temperature with 5 parts of palladium-on-charcoal catalyst 10%. After the calculated amount of hydrogen was taken up, the catalyst was filtered off over diatomaceous earth and the filtrate was evaporated. The residue was stirred in 80 parts of 2-propanol, 300 par... The reactants are C1(CC1)NC(C1=C(C=C(C=C1)C1=CN=C2N1N=C(C=C2SC)OC2=CC(=CC=C2)F)C)=O (N-cyclopropyl-4-[6-(3-fluorophenoxy)-8-(methylsulfanyl)imidazo[1,2-b]pyridazin-3-yl]-2-methylbenzamide), CN(C)C=O (DMF), OOS(=O)[O-].[K+] (oxone), OOS(=O)[O-].[K+] (oxone). Run at temperature 70 celsius. Product: C1(CC1)NC(C1=C(C=C(C=C1)C1=CN=C2N1N=C(C=C2S(=O)(=O)C)OC2=CC(=CC=C2)F)C)=O (N-cyclopropyl-4-[6-(3-fluorophenoxy)-8-(methylsulfonyl)imidazo[1,2-b]pyridazin-3-yl]-2-methylbenzamide). The yield is 93.0%. As a reaction SMILES: [CH:1]1([NH:4][C:5](=[O:32])[C:6]2[CH:11]=[CH:10][C:9]([C:12]3[N:16]4[N:17]=[C:18]([O:23][C:24]5[CH:29]=[CH:28][CH:27]=[C:26]([F:30])[CH:25]=5)[CH:19]=[C:20](SC)[C:15]4=[N:14][CH:13]=3)=[CH:8][C:7]=2[CH3:31])[CH2:3][CH2:2]1.O[O:34][S:35]([O-:37])=O.[K+].[CH3:39]N(C=O)C>>[CH:1]1([NH:4][C:5](=[O:32])[C:6]2[CH:11]=[CH:10][C:9]([C:12]3[N:16]4[N:17]=[C:18]([O:23][C:24]5[CH:29]=[CH:28][CH:27]=[C:26]([F:30])[CH:25]=5)[CH:19]=[C:20]([S:35]([CH3:39])(=[O:37])=[O:34])[C:15]4=[N:14][CH:13]=3)=[CH:8][C:7]=2[CH3:31])[CH2:2][CH2:3]1 |f:1.2|. Procedure: To a stirred solution of 4.96 g (11.06 mmol) N-cyclopropyl-4-[6-(3-fluorophenoxy)-8-(methylsulfanyl)imidazo[1,2-b]pyridazin-3-yl]-2-methylbenzamide which was prepared according to intermediate example 486b in DMF (250 mL) were added 20.4 g (33.18 mmol) oxone in one portion at rt. After reaction for 72 h, further 30 g (55 mmol) oxone are added and the mixture is heated at 70° C. for one hour. Extraction with ethyl acetate/water, filtration of the organic phase through a Whatman filter and evapora... Starting materials: [N+](=O)(O)[O-] (nitric acid), lignin, O (water), [N+](=O)(O)[O-] (nitric acid), [N+](=O)(O)[O-] (nitric acid), O (water), [N+](=O)(O)[O-] (nitric acid), lignin, [N+](=O)(O)[O-] (nitric acid), CC(=O)C (acetone), CC(=O)CC (methylethylketone), O1CCCC1 (tetrahydrofuran), lignin, [N+](=O)(O)[O-] (nitric acid). The solvent is O1CCOCC1 (dioxane), C(C)O (ethanol), CO (methanol), C(CCC)O (butanol), C(C)(C)O (isopropanol), C(CC)O (normal propanol), C(C)O (ethanol), CO (methanol). Yields the product C1(CCCCC1)=O (cyclohexanone), C(CCCCCCCCC)O (decanol), alcohols. RXN SMILES: [N+]([O-])(O)=O.O.[CH3:6][C:7]([CH3:9])=[O:8].[CH3:10][C:11]([CH2:13][CH3:14])=[O:12].O1[CH2:19][CH2:18][CH2:17][CH2:16]1>O1CCOCC1.C(O)C.CO.C(O)CCC.C(O)(C)C.C(O)CC>[C:7]1(=[O:8])[CH2:9][CH2:13][CH2:11][CH2:10][CH2:6]1.[CH2:11]([OH:12])[CH2:13][CH2:14][CH2:6][CH2:7][CH2:9][CH2:16][CH2:17][CH2:18][CH3:19]. Reported procedure: The conditions that can be used above in subjecting the lignin-containing material to reaction with nitric acid must be mild. The reaction can be carried out using an aqueous mixture containing the lignin-containing material and aqueous nitric acid. The nitric acid used can have a concentration of about 5 to about 100 weight percent nitric acid, preferably about 15 to about 70 weight percent nitric acid. The mixture can contain about 0 to about 95 weight percent water, preferably about 40 to abo...